Dataset: the Open Reaction Database (ORD), a public repository of structured organic reaction records. Task: describe an organic reaction: reactants, conditions, products, and yield Starting materials: C1(=CC=CC=C1)[B-](C1=CC=CC=C1)(C1=CC=CC=C1)C1=CC=CC=C1.[Na+] (sodium tetraphenylborate), [Br-].C(C1=CC=CC=C1)(=O)OCC[N+]1=CC=CC=C1 (N-(2-benzoyloxyethyl)pyridinium bromide). Solvent: O (water), O (water), O (water), O (water). Run at time 1 hour. The product is C1(=CC=CC=C1)[B-](C1=CC=CC=C1)(C1=CC=CC=C1)C1=CC=CC=C1.C(C1=CC=CC=C1)(=O)OCC[N+]1=CC=CC=C1 (N-(2-Benzoyloxvethyl)pyridinium Tetraphenylborate). RXN SMILES: [C:1]1([B-:7]([C:20]2[CH:25]=[CH:24][CH:23]=[CH:22][CH:21]=2)([C:14]2[CH:19]=[CH:18][CH:17]=[CH:16][CH:15]=2)[C:8]2[CH:13]=[CH:12][CH:11]=[CH:10][CH:9]=2)[CH:6]=[CH:5][CH:4]=[CH:3][CH:2]=1.[Na+].[Br-].[C:28]([O:36][CH2:37][CH2:38][N+:39]1[CH:44]=[CH:43][CH:42]=[CH:41][CH:40]=1)(=[O:35])[C:29]1[CH:34]=[CH:33][CH:32]=[CH:31][CH:30]=1>O>[C:20]1([B-:7]([C:1]2[CH:2]=[CH:3][CH:4]=[CH:5][CH:6]=2)([C:8]2[CH:9]=[CH:10][CH:11]=[CH:12][CH:13]=2)[C:14]2[CH:19]=[CH:18][CH:17]=[CH:16][CH:15]=2)[CH:21]=[CH:22][CH:23]=[CH:24][CH:25]=1.[C:28]([O:36][CH2:37][CH2:38][N+:39]1[CH:44]=[CH:43][CH:42]=[CH:41][CH:40]=1)(=[O:35])[C:29]1[CH:30]=[CH:31][CH:32]=[CH:33][CH:34]=1 |f:0.1,2.3,5.6|. Procedure: A solution of 17.11 grams (0.05 mol) of sodium tetraphenylborate in 50 milliters of water was added to a solution of 15.41 grams (0.05 mol) of N-(2-benzoyloxyethyl)pyridinium bromide, prepared as described in Example 2, in 50 milliters of water. An additional 200 milliters of water was added and the mixture was stirred and allowed to stand for 1 hr. The mixture was diluted with more water and filtered. The solid collected was washed with water and dried. Recrystallization from acetonitrile gave ... Starting materials: CC1=NC(=NC=C1)SC (4-methyl-2-(methylthio)pyrimidine), C(C1=CC=CC=C1)(=O)OCC (ethyl benzoate), C[Si](C)(C)[N-][Si](C)(C)C.[Na+] (sodium bis(trimethylsilyl)amide). The solvent is O1CCCC1 (tetrahydrofuran), O1CCCC1 (tetrahydrofuran). The product is CSC1=NC=CC(=N1)CC(=O)C1=CC=CC=C1 (2-[2-(methyl thio)pyrimidin-4-yl]-1-phenyle thanone). The yield is 99.5%. RXN SMILES: C[Si]([N-][Si](C)(C)C)(C)C.[Na+].[CH3:11][C:12]1[CH:17]=[CH:16][N:15]=[C:14]([S:18][CH3:19])[N:13]=1.[C:20](OCC)(=[O:27])[C:21]1[CH:26]=[CH:25][CH:24]=[CH:23][CH:22]=1>O1CCCC1>[CH3:19][S:18][C:14]1[N:13]=[C:12]([CH2:11][C:20]([C:21]2[CH:26]=[CH:25][CH:24]=[CH:23][CH:22]=2)=[O:27])[CH:17]=[CH:16][N:15]=1 |f:0.1|. Procedure details: 86 ml (86 mmoles) of 1.0 M sodium bis(trimethylsilyl)amide in tetrahydrofuran was added drop-wise by addition funnel to a solution of 6.03 g (43 mmoles) 4-methyl-2-(methylthio)pyrimidine and 6.46 g (43 mmoles) ethyl benzoate in 86 ml tetrahydrofuran under a nitrogen atmosphere. After 2 hours the reaction was quenched with saturated ammonium chloride solution. Most of the tetrahydrofuran was removed in vacuo. The residue was diluted with 400 ml ethyl acetate and 200 ml water. The organic layer wa... Starting materials: NCCC=1C=NC=CC1 (3-(2-aminoethyl)pyridine), IC=1C=C(C(=O)OC(C)(C)C)C=CC1 (t-butyl 3-iodobenzoate), CC(C)([O-])C.[Na+] (sodium t-butoxide), F[B-](F)(F)F.C(C)(C)(C)[PH+](C(C)(C)C)C(C)(C)C (tri-t-butylphosphonium tetrafluoroborate), tris(dibenzylidineacetone)dipalladium(0). Solvent: C1(=CC=CC=C1)C (toluene). Run at time 16 hour. The product is N1=CC(=CC=C1)CCNC=1C=C(C(=O)OC(C)(C)C)C=CC1 (t-butyl N-(2-(3-pyridyl)ethyl)-3-aminobenzoate). The yield is 17.3%. As a reaction SMILES: [NH2:1][CH2:2][CH2:3][C:4]1[CH:5]=[N:6][CH:7]=[CH:8][CH:9]=1.I[C:11]1[CH:12]=[C:13]([CH:21]=[CH:22][CH:23]=1)[C:14]([O:16][C:17]([CH3:20])([CH3:19])[CH3:18])=[O:15].CC(C)([O-])C.[Na+].F[B-](F)(F)F.C([PH+](C(C)(C)C)C(C)(C)C)(C)(C)C>C1(C)C=CC=CC=1>[N:6]1[CH:7]=[CH:8][CH:9]=[C:4]([CH2:3][CH2:2][NH:1][C:11]2[CH:12]=[C:13]([CH:21]=[CH:22][CH:23]=2)[C:14]([O:16][C:17]([CH3:19])([CH3:20])[CH3:18])=[O:15])[CH:5]=1 |f:2.3,4.5|. Procedure: To a mixture of 244 mg of 3-(2-aminoethyl)pyridine (2.0 mmol) and 604 mg of t-butyl 3-iodobenzoate (2.0 mmol) in 10 mL of toluene was added 250 mg of sodium t-butoxide (2.5 mmol), 30 mg of tri-t-butylphosphonium tetrafluoroborate (0.1 mmol) and 50 mg of tris(dibenzylidineacetone)dipalladium(0) (0.055 mmol). The mixture was stirred for 16 h and filtered through celite. The celite was washed with 3×5 mL of toluene and the filtrate was concentrated in vacuo. The residue was purified by column chrom... The reactants are FC(OC=1C=C(C=CC1)N1N=C(C(C=C1)=O)C(\C=C\N(C)C)=O)F (1-(3-Difluoromethoxy-phenyl)-3-((E)-3-dimethylamino-acryloyl)-1H-pyridazin-4-one), ClC=1C=C(C=CC1)NN (3-chloro-phenylhydrazine). The product is ClC=1C=C(C=CC1)N1N=CC=C1C1=NN(C=CC1=O)C1=CC(=CC=C1)OC(F)F (3-[2-(3-Chloro-phenyl)-2H-pyrazol-3-yl]-1-(3-difluoromethoxy-phenyl)-1H-pyridazin-4-one). RXN SMILES: [F:1][CH:2]([F:24])[O:3][C:4]1[CH:5]=[C:6]([N:10]2[CH:15]=[CH:14][C:13](=[O:16])[C:12]([C:17](=O)/[CH:18]=[CH:19]/[N:20](C)C)=[N:11]2)[CH:7]=[CH:8][CH:9]=1.[Cl:25][C:26]1[CH:27]=[C:28]([NH:32]N)[CH:29]=[CH:30][CH:31]=1>>[Cl:25][C:26]1[CH:27]=[C:28]([N:32]2[C:17]([C:12]3[C:13](=[O:16])[CH:14]=[CH:15][N:10]([C:6]4[CH:7]=[CH:8][CH:9]=[C:4]([O:3][CH:2]([F:24])[F:1])[CH:5]=4)[N:11]=3)=[CH:18][CH:19]=[N:20]2)[CH:29]=[CH:30][CH:31]=1. Reported procedure: The product was obtained starting from 1-(3-Difluoromethoxy-phenyl)-3-((E)-3-dimethylamino-acryloyl)-1H-pyridazin-4-one (A-10) and 3-chloro-phenylhydrazine according to the method described for example 91. MS: M=415.2 (M+H)+ Procedure: 3-Methyl-N-{[pent-4-en-1-yl(propyl)amino]carbonyl}-L-valine was prepared according to the procedure described for N-{[isopropyl(pent-4-en-1-yl)amino]carbonyl}-3-methyl-L-valine by using n-propylamine in Step 1. LRMS (ESI) m/z 285 [(M+H)+; calcd for C15H29N2O3: 285.2]. Reaction SMILES: [CH:1]([N:4]([CH2:16][CH2:17][CH2:18][CH:19]=[CH2:20])[C:5]([NH:7][C@H:8]([C:13]([OH:15])=[O:14])[C:9]([CH3:12])([CH3:11])[CH3:10])=[O:6])([CH3:3])C.[CH2:21](N)CC>>[CH3:12][C:9]([CH3:10])([CH3:11])[C@@H:8]([C:13]([OH:15])=[O:14])[NH:7][C:5]([N:4]([CH2:16][CH2:17][CH2:18][CH:19]=[CH2:20])[CH2:1][CH2:3][CH3:21])=[O:6]. The product is CC([C@H](NC(=O)N(CCC)CCCC=C)C(=O)O)(C)C (3-Methyl-N-{[pent-4-en-1-yl(propyl)amino]carbonyl}-L-valine). Reactants: C(C)(C)N(C(=O)N[C@@H](C(C)(C)C)C(=O)O)CCCC=C (N-{[isopropyl(pent-4-en-1-yl)amino]carbonyl}-3-methyl-L-valine), C(CC)N (n-propylamine). Starting materials: COC=1C=C2C(=CC=NC2=CC1OC)OC1=C(C(=C(N)C=C1)C)C (4-[(6,7-Dimethoxy-4-quinolyl)oxy]-2,3-dimethylaniline), ClC(Cl)(OC(OC(Cl)(Cl)Cl)=O)Cl (triphosgene), C([O-])(O)=O.[Na+] (sodium bicarbonate), COC=1C=C(C=CC1)CO ((3-methoxyphenyl)methanol). Solvent: C(C)N(CC)CC (triethylamine), C1(=CC=CC=C1)C (toluene), C(Cl)Cl (methylene chloride). Product: COC=1C=C2C(=CC=NC2=CC1OC)OC1=C(C(=C(C=C1)NC(OCC1=CC(=CC=C1)OC)=O)C)C (3-Methoxybenzyl N-{4-[(6,7-dimethoxy-4-quinolyl)oxy]-2,3-dimethylphenyl}carbamate). Yield: 90.3%. Reaction SMILES: [CH3:1][O:2][C:3]1[CH:4]=[C:5]2[C:10](=[CH:11][C:12]=1[O:13][CH3:14])[N:9]=[CH:8][CH:7]=[C:6]2[O:15][C:16]1[CH:22]=[CH:21][C:19]([NH2:20])=[C:18]([CH3:23])[C:17]=1[CH3:24].ClC(Cl)(O[C:29](=[O:35])[O:30][C:31](Cl)(Cl)Cl)Cl.[CH3:37][O:38][C:39]1[CH:40]=[C:41](CO)[CH:42]=[CH:43][CH:44]=1.C(=O)(O)[O-].[Na+]>C(Cl)Cl.C(N(CC)CC)C.C1(C)C=CC=CC=1>[CH3:1][O:2][C:3]1[CH:4]=[C:5]2[C:10](=[CH:11][C:12]=1[O:13][CH3:14])[N:9]=[CH:8][CH:7]=[C:6]2[O:15][C:16]1[CH:22]=[CH:21][C:19]([NH:20][C:29](=[O:35])[O:30][CH2:31][C:43]2[CH:42]=[CH:41][CH:40]=[C:39]([O:38][CH3:37])[CH:44]=2)=[C:18]([CH3:23])[C:17]=1[CH3:24] |f:3.4|. Procedure: 4-[(6,7-Dimethoxy-4-quinolyl)oxy]-2,3-dimethylaniline (100 mg) was added to toluene (10 ml) and triethylamine (1 ml), and the mixture was heated under reflux to prepare a solution. A solution of triphosgene (140 mg) in methylene chloride was then added thereto, and the mixture was heated under reflux for 10 min. Next, (3-methoxyphenyl)methanol (65 mg) was added thereto, and the mixture was further stirred with heating under reflux for 3 hr. A saturated aqueous sodium bicarbonate solution was add... Reactants: aqueous solution, [OH-].[Na+] (sodium hydroxide), C(C)(C)(C)OC(=O)CON=C(C(=O)O)C=1N=C(SC1)NC=O (2-t-butoxycarbonylmethoxyimino-2-(2-formamidothiazol-4-yl)acetic acid), Cl (hydrochloric acid), O (Water). Run in CO (methanol). Conditions: time 2.5 hour. Product: C(C)(C)(C)OC(=O)CON=C(C(=O)O)C=1N=C(SC1)N (2-t-butoxycarbonylmethoxyimino-2-(2-aminothiazol-4-yl)acetic acid). Yield: 92.5%. Reaction SMILES: [C:1]([O:5][C:6]([CH2:8][O:9][N:10]=[C:11]([C:15]1[N:16]=[C:17]([NH:20]C=O)[S:18][CH:19]=1)[C:12]([OH:14])=[O:13])=[O:7])([CH3:4])([CH3:3])[CH3:2].Cl.O.[OH-].[Na+]>CO>[C:1]([O:5][C:6]([CH2:8][O:9][N:10]=[C:11]([C:15]1[N:16]=[C:17]([NH2:20])[S:18][CH:19]=1)[C:12]([OH:14])=[O:13])=[O:7])([CH3:4])([CH3:2])[CH3:3] |f:3.4|. Procedure details: A mixture of 2-t-butoxycarbonylmethoxyimino-2-(2-formamidothiazol-4-yl)acetic acid (syn isomer) (15.0 g) and conc. hydrochloric acid (9.5 g) in methanol (75 ml) was stirred at ambient temperature for 2.5 hours. Water (100 ml) was added to the reaction mixture and the solution was adjusted to pH 3.0 with 10% aqueous solution of sodium hydroxide under stirring. The precipitates were collected by filtration, washed with water and diisopropyl ether and dried to give 2-t-butoxycarbonylmethoxyimino-2-...